From a dataset of the Open Reaction Database (ORD), a public repository of structured organic reaction records. describe an organic reaction: reactants, conditions, products, and yield Reactants: C(C)(=O)C=1C(=CC2=C(C=CO2)C1)O (5-Acetyl-6-hydroxybenzofuran), BrCCCC1=CC=CC=C1 (1-bromo-3-phenylpropane). Yields the product C(C)(=O)C=1C(=CC2=C(C=CO2)C1)OCCCC1=CC=CC=C1 (5-Acetyl-6-(3-phenylpropoxy)benzofuran). Isolated yield 81.0%. RXN SMILES: [C:1]([C:4]1[C:5]([OH:13])=[CH:6][C:7]2[O:11][CH:10]=[CH:9][C:8]=2[CH:12]=1)(=[O:3])[CH3:2].Br[CH2:15][CH2:16][CH2:17][C:18]1[CH:23]=[CH:22][CH:21]=[CH:20][CH:19]=1>>[C:1]([C:4]1[C:5]([O:13][CH2:15][CH2:16][CH2:17][C:18]2[CH:23]=[CH:22][CH:21]=[CH:20][CH:19]=2)=[CH:6][C:7]2[O:11][CH:10]=[CH:9][C:8]=2[CH:12]=1)(=[O:3])[CH3:2]. Reported procedure: 5-Acetyl-6-hydroxybenzofuran (60 mg, 0.34 mmol) and 1-bromo-3-phenylpropane were reacted according to General Procedure A. The crude residue was purified by flash chromatography, eluting with diethyl ether:petroleum ether (1:9) to afford the title compound as a white solid (81 mg, 81%). 1H NMR (300 MHz, CDCl3): δ 2.26-2.16 (m, 2H), 2.69 (s, 3H), 2.85 (t, J=7.3 Hz, 2H), 4.07 (t, J=6.3 Hz, 2H), 6.72 (d, J=1.7 Hz, 1H), 6.99 (s, 1H), 7.32-7.19 (m, 5H), 7.54 (d, J=2.2 Hz, 1H), 7.99 (s, 1H). MS (ES+) ... Reactants: solution, B#B (diborane), C(=O)(OC)COC1=CC=C(C=C1)CC(C)N1CC(OCC1=O)C=1N=C(SC1)C(F)(F)F (N-[2-(4-carbomethoxymethoxyphenyl)-1-methylethyl]-2-(2-trifluoromethyl-thiazol-4-yl)morpholin-5-one). Solvent: O1CCCC1 (tetrahydrofuran), O1CCCC1 (tetrahydrofuran). Conditions: time 30 minute. Yields the product OCCOC1=CC=C(C=C1)CC(C)N1CC(OCC1)C=1N=C(SC1)C(F)(F)F (N-[2-(4-(2-Hydroxyethoxy)phenyl)-1-methylethyl]-2-(2-trifluoromethyl-thiazol-4-yl)morpholine). RXN SMILES: [C:1]([CH2:5][O:6][C:7]1[CH:12]=[CH:11][C:10]([CH2:13][CH:14]([N:16]2[C:21](=O)[CH2:20][O:19][CH:18]([C:23]3[N:24]=[C:25]([C:28]([F:31])([F:30])[F:29])[S:26][CH:27]=3)[CH2:17]2)[CH3:15])=[CH:9][CH:8]=1)(OC)=[O:2].B#B>O1CCCC1>[OH:2][CH2:1][CH2:5][O:6][C:7]1[CH:12]=[CH:11][C:10]([CH2:13][CH:14]([N:16]2[CH2:21][CH2:20][O:19][CH:18]([C:23]3[N:24]=[C:25]([C:28]([F:29])([F:31])[F:30])[S:26][CH:27]=3)[CH2:17]2)[CH3:15])=[CH:9][CH:8]=1. Procedure: 1 g (0.0022 Mol) of N-[2-(4-carbomethoxymethoxyphenyl)-1-methylethyl]-2-(2-trifluoromethyl-thiazol-4-yl)morpholin-5-one (diastereomer A) is dissolved in 6 ml of absolute tetrahydrofuran. At room temperature 15 ml (0.015 Mol) of a one molar solution of diborane in tetrahydrofuran is added dropwise within 15-20 minutes. During this the solution heated up to about 35°-40° C. After 30 minutes the mixture is evaporated to dryness and the remaining residue is dissolved in 40 ml of methanol and 2 ml of... Starting materials: CCCCCC.CCOCC (hexane ether), FCC(C#C)(O)CF (1-fluoro-2-fluoromethyl-3-butyn-2-ol), C1(=CC=CC=C1)S(=O)(=O)Cl (benzenesulfonyl chloride), [H-].[Na+] (sodium hydride). Solvent: O1CCCC1 (tetrahydrofuran). Run at time 4 hour. Product: C1(=CC=CC=C1)S(=O)(=O)OC(CF)(C#C)CF (1-Fluoro-2-fluoromethyl-3-butyn-2-yl Benzenesulfonate). Yield: 84.6%. Reaction SMILES: [F:1][CH2:2][C:3]([CH2:7][F:8])([OH:6])[C:4]#[CH:5].[C:9]1([S:15](Cl)(=[O:17])=[O:16])[CH:14]=[CH:13][CH:12]=[CH:11][CH:10]=1.[H-].[Na+].CCCCCC.CCOCC>O1CCCC1>[C:9]1([S:15]([O:6][C:3]([CH2:7][F:8])([C:4]#[CH:5])[CH2:2][F:1])(=[O:17])=[O:16])[CH:14]=[CH:13][CH:12]=[CH:11][CH:10]=1 |f:2.3,4.5|. Reported procedure: An amount (1.2 g) of 1-fluoro-2-fluoromethyl-3-butyn-2-ol and benzenesulfonyl chloride (1.8 g) were dissolved in tetrahydrofuran (10 ml); to the solution under cooling with ice, 60% oily sodium hydride (0.48 g) was added in a nitrogen atmosphere. After the end of the addition, the mixture was stirred for 4 hours while its temperature was raised to room temperature. A hexane/ether mixed solvent (1/1) was added to the reaction mixture, which was then washed with water and a saturated aqueous solut... Reactants: CCOC(C)=O, CC(C)(C)OC(=O)Nc1cc(F)c(OCc2ccccc2)c(F)c1C(=O)O, Cl. Yields the product Nc1cc(F)c(OCc2ccccc2)c(F)c1C(=O)O, Cl. Reaction SMILES: [C:1]([O:2][CH2:3][CH3:4])(=[O:5])[CH3:6].[CH2:8]([c:9]1[cH:10][cH:11][cH:12][cH:13][cH:14]1)[O:15][c:16]1[c:17]([F:34])[c:18]([C:31](=[O:32])[OH:33])[c:19]([NH:23][C:24]([O:25][C:26]([CH3:27])([CH3:28])[CH3:29])=[O:30])[cH:20][c:21]1[F:22].[ClH:7]>>[CH2:8]([c:9]1[cH:10][cH:11][cH:12][cH:13][cH:14]1)[O:15][c:16]1[c:17]([F:34])[c:18]([C:31](=[O:32])[OH:33])[c:19]([NH2:23])[cH:20][c:21]1[F:22].[ClH:7]. The reactants are COC1=CC=CC=2C(N3C(NC12)=CC(=N3)C(=O)O)=O (4,9-dihydro-5-methoxy-9-oxo-pyrazolo[5,1-b]quinazoline-2-carboxylic acid), COC=1C(=CC=2C(N3C(NC2C1)=CC(=N3)C(=O)N)=O)OC (4,9-dihydro-6,7-dimethoxy-9-oxo-pyrazolo[5,1-b]quinazoline-2-carboxamide). Solvent: P(=O)(Cl)(Cl)Cl (phosphorous oxychloride). Conditions: time 8 hour. The product is COC1=CC=CC=2C(N3C(NC12)=CC(=N3)C(=O)N)=O (4,9-Dihydro-5-methoxy-9-oxo-pyrazolo[5,1-b]quinazoline-2-carboxamide). Reaction SMILES: [CH3:1][O:2][C:3]1[C:12]2[NH:11][C:10]3=[CH:13][C:14]([C:16](O)=[O:17])=[N:15][N:9]3[C:8](=[O:19])[C:7]=2[CH:6]=[CH:5][CH:4]=1.COC1C(OC)=CC2C(=O)[N:27]3N=C(C(N)=O)C=C3NC=2C=1>P(Cl)(Cl)(Cl)=O>[CH3:1][O:2][C:3]1[C:12]2[NH:11][C:10]3=[CH:13][C:14]([C:16]([NH2:27])=[O:17])=[N:15][N:9]3[C:8](=[O:19])[C:7]=2[CH:6]=[CH:5][CH:4]=1. Reported procedure: A mixture of 4,9-dihydro-5-methoxy-9-oxo-pyrazolo[5,1-b]quinazoline-2-carboxylic acid (6.6 g; 0.025 mole) and phosphorous oxychloride (100 ml) is stirred at room temperature overnight. The solid is filtered off, washed with ether, dried and treated with cold (0° C.) ammonium hydroxide solution (58%; 50 ml). After standing overnight at room temperature the product is filtered off, dried and used in the next step without further purification. Yield 5.06 g; mp 265°-270° C. By the same procedure, st... The reactants are CCOC(=O)C(C)Br, O=C([O-])[O-], CCC(C)=O, CN(c1ccc(O)cc1)c1ncc2cc(Cl)ccc2n1, [K+], [K+], O. The product is CCOC(=O)C(C)Oc1ccc(N(C)c2ncc3cc(Cl)ccc3n2)cc1. Reaction SMILES: [Br:21][CH:22]([C:23](=[O:24])[O:25][CH2:26][CH3:27])[CH3:28].[C:29](=[O:30])([O-:31])[O-:32].[CH2:35]([C:36]([CH3:37])=[O:38])[CH3:39].[Cl:1][c:2]1[cH:3][c:4]2[cH:5][n:6][c:7]([N:12]([CH3:13])[c:14]3[cH:15][cH:16][c:17]([OH:20])[cH:18][cH:19]3)[n:8][c:9]2[cH:10][cH:11]1.[K+:33].[K+:34].[OH2:40]>>[Cl:1][c:2]1[cH:3][c:4]2[cH:5][n:6][c:7]([N:12]([CH3:13])[c:14]3[cH:15][cH:16][c:17]([O:20][CH:22]([C:23](=[O:24])[O:25][CH2:26][CH3:27])[CH3:28])[cH:18][cH:19]3)[n:8][c:9]2[cH:10][cH:11]1. Starting materials: CO, C[Si](C)(C)Cl, Cc1c(F)cc(C(=O)O)c(Cl)c1[N+](=O)[O-], O. Yields the product COC(=O)c1cc(F)c(C)c([N+](=O)[O-])c1Cl. RXN SMILES: [CH3:21][OH:22].[Cl:1][Si:2]([CH3:3])([CH3:4])[CH3:5].[Cl:6][c:7]1[c:8]([C:9](=[O:10])[OH:11])[cH:12][c:13]([F:20])[c:14]([CH3:19])[c:15]1[N+:16](=[O:17])[O-:18].[OH2:23]>>[CH3:3][O:10][C:9]([c:8]1[c:7]([Cl:6])[c:15]([N+:16](=[O:17])[O-:18])[c:14]([CH3:19])[c:13]([F:20])[cH:12]1)=[O:11]. Reactants: [(S,S)-N-(pentamethylbenzenesulfonyl)-1,2-diphenylethylenediamine](hexamethylbenzene)ruthenium, [N+](=O)([O-])\C=C\C1=CC=CC=C1 (trans-β-nitrostyrene), C(CC(=O)OCC)(=O)OCC (diethyl malonate). Run in C1(=CC=CC=C1)C (toluene). Run at temperature -20 celsius, time 48 hour. Yields the product C(C)OC(=O)C(C(=O)OCC)[C@@H](C[N+](=O)[O-])C1=CC=CC=C1 (ethyl(R)-2-ethoxycarbonyl-4-nitro-3-phenylbutanoate). As a reaction SMILES: [N+:1](/[CH:4]=[CH:5]/[C:6]1[CH:11]=[CH:10][CH:9]=[CH:8][CH:7]=1)([O-:3])=[O:2].[C:12]([O:20][CH2:21][CH3:22])(=[O:19])[CH2:13][C:14]([O:16][CH2:17][CH3:18])=[O:15]>C1(C)C=CC=CC=1>[CH2:21]([O:20][C:12]([CH:13]([C@H:5]([C:6]1[CH:11]=[CH:10][CH:9]=[CH:8][CH:7]=1)[CH2:4][N+:1]([O-:3])=[O:2])[C:14]([O:16][CH2:17][CH3:18])=[O:15])=[O:19])[CH3:22]. Procedure: [(S,S)-N-(pentamethylbenzenesulfonyl)-1,2-diphenylethylenediamine](hexamethylbenzene)ruthenium (13.7 mg, 0.02 mmol, S/C=50), trans-β-nitrostyrene (149 mg, 1.0 mmol), diethyl malonate (152 μl, 1.0 mmol) and toluene (1 ml) were added into Schlenk (20 ml) under an argon atmosphere, and stirred at −20° C. for 48 hours. The reaction solution was purified by flash column chromatography (hexane/acetone=80/20, SiO2), showing that the yield of the product was 89%. The optical purity was measured by HPLC ... The reactants are ClCCl, CCOC(C)=O, CN(C)C=O, CS(=O)(=O)c1ccc(C(CC2CCCC2)C(=O)O)cc1Cl, O=C(Cl)C(=O)Cl, Nc1cnc(Br)cn1, C1CCOC1, Cc1cccc(C)n1. Product: CS(=O)(=O)c1ccc(C(CC2CCCC2)C(=O)Nc2cnc(Br)cn2)cc1Cl. RXN SMILES: [CH2:44]([Cl:45])[Cl:46].[CH3:52][CH2:53][O:54][C:55](=[O:56])[CH3:57].[CH3:58][N:59]([CH3:60])[CH:61]=[O:62].[Cl:1][c:2]1[cH:3][c:4]([CH:12]([C:13](=[O:14])[OH:15])[CH2:16][CH:17]2[CH2:18][CH2:19][CH2:20][CH2:21]2)[cH:5][cH:6][c:7]1[S:8](=[O:9])(=[O:10])[CH3:11].[Cl:22][C:23]([C:24]([Cl:25])=[O:26])=[O:27].[NH2:28][c:29]1[n:30][cH:31][c:32]([Br:35])[n:33][cH:34]1.[O:47]1[CH2:48][CH2:49][CH2:50][CH2:51]1.[n:36]1[c:37]([CH3:38])[cH:39][cH:40][cH:41][c:42]1[CH3:43]>>[Cl:1][c:2]1[cH:3][c:4]([CH:12]([C:13](=[O:15])[NH:28][c:29]2[n:30][cH:31][c:32]([Br:35])[n:33][cH:34]2)[CH2:16][CH:17]2[CH2:18][CH2:19][CH2:20][CH2:21]2)[cH:5][cH:6][c:7]1[S:8](=[O:9])(=[O:10])[CH3:11]. Reactants: CO, CC(C)Oc1ccc([N+](=O)[O-])cc1CNC(=O)OC(C)(C)C. Yields the product CC(C)Oc1ccc(N)cc1CNC(=O)OC(C)(C)C. RXN SMILES: [CH3:23][OH:24].[CH:1]([CH3:2])([CH3:3])[O:4][c:5]1[c:6]([CH2:7][NH:8][C:9]([O:10][C:11]([CH3:12])([CH3:13])[CH3:14])=[O:15])[cH:16][c:17]([N+:20]([O-:21])=[O:22])[cH:18][cH:19]1>>[CH:1]([CH3:2])([CH3:3])[O:4][c:5]1[c:6]([CH2:7][NH:8][C:9]([O:10][C:11]([CH3:12])([CH3:13])[CH3:14])=[O:15])[cH:16][c:17]([NH2:20])[cH:18][cH:19]1.